From a dataset of the Open Reaction Database (ORD), a public repository of structured organic reaction records. describe an organic reaction: reactants, conditions, products, and yield Starting materials: CS(=O)(=O)Cl (methanesulfonyl chloride), C1(=CC=CC=C1)C(C1=CC=CC=C1)OC(=O)C1C(CS[C@H]2N1C([C@H]2NC(CC2=CC=CC=C2)=O)=O)O (3-hydroxy-7beta-phenylacetylaminocepham-4-carboxylic acid diphenylmethyl ester), N1=CC=CC=C1 (pyridine). The solvent is ice water, ClCCl (dichloromethane). Conditions: temperature -30 celsius, time 17 hour. Product: C1(=CC=CC=C1)C(C1=CC=CC=C1)OC(=O)C1C(CS[C@H]2N1C([C@H]2NC(CC2=CC=CC=C2)=O)=O)OS(=O)(=O)C (3-methanesulfonyloxy-7beta-phenylacetylaminocepham-4-carboxylic acid diphenylmethyl ester). Yield: 96.5%. Reaction SMILES: [C:1]1([CH:7]([O:14][C:15]([CH:17]2[N:22]3[C:23](=[O:35])[C@@H:24]([NH:25][C:26](=[O:34])[CH2:27][C:28]4[CH:33]=[CH:32][CH:31]=[CH:30][CH:29]=4)[C@H:21]3[S:20][CH2:19][CH:18]2[OH:36])=[O:16])[C:8]2[CH:13]=[CH:12][CH:11]=[CH:10][CH:9]=2)[CH:6]=[CH:5][CH:4]=[CH:3][CH:2]=1.[CH3:37][S:38](Cl)(=[O:40])=[O:39].N1C=CC=CC=1>ClCCl>[C:1]1([CH:7]([O:14][C:15]([CH:17]2[N:22]3[C:23](=[O:35])[C@@H:24]([NH:25][C:26](=[O:34])[CH2:27][C:28]4[CH:33]=[CH:32][CH:31]=[CH:30][CH:29]=4)[C@H:21]3[S:20][CH2:19][CH:18]2[O:36][S:38]([CH3:37])(=[O:40])=[O:39])=[O:16])[C:8]2[CH:9]=[CH:10][CH:11]=[CH:12][CH:13]=2)[CH:6]=[CH:5][CH:4]=[CH:3][CH:2]=1. Procedure details: To a suspension of 3-hydroxy-7beta-phenylacetylaminocepham-4-carboxylic acid diphenylmethyl ester (2) in dichloromethane (18 parts) cooling at -30° C. are dropwise added methanesulfonyl chloride (6 equivalents) and then pyridine (6 equivalents). The mixture is let stand at 0° to 5° C. for 17 hours. The reaction mixture is diluted with ice-water, the organic layer is taken, washed with hydrochloric acid and water, dried, and concentrated. The residue is crystallized from a mixtue of ethyl acetate... Reactants: C(C)(C)(C)C1=CC=C(C=C1)SC1=CC=C(C=C1)C(C)(C)C (bis-(4-t-butylphenyl)-sulfide), [H-].[Al+3].[Li+].[H-].[H-].[H-] (lithium aluminum hydride), CCOCC (ether), CCOCC (ether). The product is C(C)(C)(C)C1=CC=2CC3=CC(=CC=C3SC2C=C1)C(C)(C)C (2,7-Di-t-butylthioxanthene). Yield: 72.0%. RXN SMILES: [C:1]([C:5]1[CH:10]=[CH:9][C:8]([S:11][C:12]2[CH:17]=[CH:16][C:15]([C:18]([CH3:21])([CH3:20])[CH3:19])=[CH:14][CH:13]=2)=[CH:7][CH:6]=1)([CH3:4])([CH3:3])[CH3:2].[H-].[Al+3].[Li+].[H-].[H-].[H-].[CH3:28]COCC>>[C:1]([C:5]1[CH:10]=[CH:9][C:8]2[S:11][C:12]3[C:13](=[CH:14][C:15]([C:18]([CH3:21])([CH3:20])[CH3:19])=[CH:16][CH:17]=3)[CH2:28][C:7]=2[CH:6]=1)([CH3:4])([CH3:3])[CH3:2] |f:1.2.3.4.5.6|. Procedure: The red oil obtained as described above from 12 g of bis-(4-t-butylphenyl)-sulfide was dissolved in 100 mL of dry ether, and the solution added dropwise over 15 min. to a suspension of 2.5 g of lithium aluminum hydride in 100 mL of dry ether while cooling in an ice bath. The mixture was refluxed for 3 hours, cooled and excess hydride destroyed by means of saturated ammonium chloride solution. The ether layer was washed with H2O and saturated NaCl solution, dried over MgSO4, and then evaporated t... Reactants: N#CCc1ccc(Br)cc1, COc1cc(OC)c(OC)cc1C=O, CCO, [Na+], [OH-]. Yields the product COc1cc(OC)c(OC)cc1C=C(C#N)c1ccc(Br)cc1. RXN SMILES: [Br:15][c:16]1[cH:17][cH:18][c:19]([CH2:22][C:23]#[N:24])[cH:20][cH:21]1.[CH3:1][O:2][c:3]1[c:4]([CH:5]=[O:6])[cH:7][c:8]([O:13][CH3:14])[c:9]([O:11][CH3:12])[cH:10]1.[CH3:27][CH2:28][OH:29].[Na+:26].[OH-:25]>>[CH3:1][O:2][c:3]1[c:4]([CH:5]=[C:22]([c:19]2[cH:18][cH:17][c:16]([Br:15])[cH:21][cH:20]2)[C:23]#[N:24])[cH:7][c:8]([O:13][CH3:14])[c:9]([O:11][CH3:12])[cH:10]1. Reactants: COC(C(C1=CC(=CC=C1)OCCCCCCCCCCCCCCCCCC)=O)=O (3-(octadecyloxy)-alpha-oxobenzeneacetic acid methyl ester), [OH-].[Na+] (NaOH). Run in CO (methanol). Yields the product C(CCCCCCCCCCCCCCCCC)OC=1C=C(C=CC1)C(C(=O)O)=O (3-(octadecyloxy)-alpha-oxobenzeneacetic acid). Isolated yield 86.6%. RXN SMILES: C[O:2][C:3](=[O:31])[C:4](=[O:30])[C:5]1[CH:10]=[CH:9][CH:8]=[C:7]([O:11][CH2:12][CH2:13][CH2:14][CH2:15][CH2:16][CH2:17][CH2:18][CH2:19][CH2:20][CH2:21][CH2:22][CH2:23][CH2:24][CH2:25][CH2:26][CH2:27][CH2:28][CH3:29])[CH:6]=1.[OH-].[Na+]>CO>[CH2:12]([O:11][C:7]1[CH:6]=[C:5]([C:4](=[O:30])[C:3]([OH:31])=[O:2])[CH:10]=[CH:9][CH:8]=1)[CH2:13][CH2:14][CH2:15][CH2:16][CH2:17][CH2:18][CH2:19][CH2:20][CH2:21][CH2:22][CH2:23][CH2:24][CH2:25][CH2:26][CH2:27][CH2:28][CH3:29] |f:1.2|. Reported procedure: To 2.98 g (6.9 mmol) of 3-(octadecyloxy)-alpha-oxobenzeneacetic acid methyl ester in 200 ml of hot methanol was added 7.6 ml (7.6 mmol) of 1N NaOH. The solution was stirred at reflux for 5 minutes and the solvent was then removed under reduced pressure. The residue was treated with water and 15 ml of 1N HCl and the product was extracted with ethyl acetate. The dried extract was concentrated to a solid which was recrystallized form acetone-hexane to give 2.5 g (88% yield, mp 77°-79°) of 3-(octade... Starting materials: COC(=O)C(C)(C)Cc1ccc2oc(-c3nc(C(C)(C)C)cs3)cc2c1, CO, [Na+], [OH-]. Yields the product CC(C)(Cc1ccc2oc(-c3nc(C(C)(C)C)cs3)cc2c1)C(=O)O. Reaction SMILES: [C:1]([CH3:2])([CH3:3])([CH3:4])[c:5]1[n:6][c:7](-[c:10]2[o:11][c:12]3[c:13]([cH:14]2)[cH:15][c:16]([CH2:19][C:20]([CH3:21])([C:22](=[O:23])[O:24][CH3:25])[CH3:26])[cH:17][cH:18]3)[s:8][cH:9]1.[CH3:29][OH:30].[Na+:28].[OH-:27]>>[C:1]([CH3:2])([CH3:3])([CH3:4])[c:5]1[n:6][c:7](-[c:10]2[o:11][c:12]3[c:13]([cH:14]2)[cH:15][c:16]([CH2:19][C:20]([CH3:21])([C:22](=[O:23])[OH:24])[CH3:26])[cH:17][cH:18]3)[s:8][cH:9]1.